The task is: describe an organic reaction: reactants, conditions, products, and yield. This data is from the Open Reaction Database (ORD), a public repository of structured organic reaction records. Yields the product Cc1ccc(S(=O)(=O)N2CCCC2C(=O)NC(Cc2ccc(-c3ccccc3)cc2)C(=O)OC(C)(C)C)cc1. As a reaction SMILES: [C:43](=[O:44])([O-:45])[O-:46].[C:9]([CH3:10])([CH3:11])([CH3:12])[O:13][C:14]([CH:15]([NH:16][C:17]([CH:18]1[N:19]([S:23](=[O:24])(=[O:25])[c:26]2[cH:27][cH:28][c:29]([CH3:32])[cH:30][cH:31]2)[CH2:20][CH2:21][CH2:22]1)=[O:33])[CH2:34][c:35]1[cH:36][cH:37][c:38]([OH:41])[cH:39][cH:40]1)=[O:42].[CH3:58][CH2:59][O:60][C:61](=[O:62])[CH3:63].[CH3:64][c:65]1[cH:66][cH:67][cH:68][cH:69][cH:70]1.[K+:47].[K+:48].[O-:1][S:2]([C:3]([F:4])([F:5])[F:6])(=[O:7])=[O:8].[OH:49][B:50]([OH:51])[c:52]1[cH:53][cH:54][cH:55][cH:56][cH:57]1>>[C:9]([CH3:10])([CH3:11])([CH3:12])[O:13][C:14]([CH:15]([NH:16][C:17]([CH:18]1[N:19]([S:23](=[O:24])(=[O:25])[c:26]2[cH:27][cH:28][c:29]([CH3:32])[cH:30][cH:31]2)[CH2:20][CH2:21][CH2:22]1)=[O:33])[CH2:34][c:35]1[cH:36][cH:37][c:38](-[c:52]2[cH:53][cH:54][cH:55][cH:56][cH:57]2)[cH:39][cH:40]1)=[O:42]. The reactants are O=C([O-])[O-], Cc1ccc(S(=O)(=O)N2CCCC2C(=O)NC(Cc2ccc(O)cc2)C(=O)OC(C)(C)C)cc1, CCOC(C)=O, Cc1ccccc1, [K+], [K+], O=S(=O)([O-])C(F)(F)F, OB(O)c1ccccc1. Procedure: Methyl 2-{4-[(tert-butoxycarbonyl)amino]butoxy}-6-hydroxybenzoate (410 mg, 1.2 mmol) was treated with trifluoroacetic acid/dichloromethane (6 mL, 1:1/v:v) at ambient temperature for 3 hours, concentrated under reduced pressure and evaporated with acetonitrile twice to provide the titled amine as its trifluoroacetic acid salt (450 mg). Product: NCCCCOC1=C(C(=O)OC)C(=CC=C1)O (methyl 2-(4-aminobutoxy)-6-hydroxybenzoate), FC(C(=O)O)(F)F (trifluoroacetic acid). As a reaction SMILES: C(OC([NH:8][CH2:9][CH2:10][CH2:11][CH2:12][O:13][C:14]1[CH:23]=[CH:22][CH:21]=[C:20]([OH:24])[C:15]=1[C:16]([O:18][CH3:19])=[O:17])=O)(C)(C)C.[F:25][C:26]([F:31])([F:30])[C:27]([OH:29])=[O:28].ClCCl>>[NH2:8][CH2:9][CH2:10][CH2:11][CH2:12][O:13][C:14]1[CH:23]=[CH:22][CH:21]=[C:20]([OH:24])[C:15]=1[C:16]([O:18][CH3:19])=[O:17].[F:25][C:26]([F:31])([F:30])[C:27]([OH:29])=[O:28] |f:1.2|. The reactants are C(C)(C)(C)OC(=O)NCCCCOC1=C(C(=O)OC)C(=CC=C1)O (Methyl 2-{4-[(tert-butoxycarbonyl)amino]butoxy}-6-hydroxybenzoate), FC(C(=O)O)(F)F.ClCCl (trifluoroacetic acid dichloromethane). The reactants are O=C([O-])[O-], CCOC(C)=O, Cc1ccccc1, CN(C)C(=O)N1CCN(Cc2ccnc(Cl)c2)CC1, [Cs+], [Cs+], Nc1cc2ccccc2cn1. Yields the product CN(C)C(=O)N1CCN(Cc2ccnc(Nc3cc4ccccc4cn3)c2)CC1. RXN SMILES: [C:31](=[O:32])([O-:33])[O-:34].[CH3:37][CH2:38][O:39][C:40]([CH3:41])=[O:42].[CH3:43][c:44]1[cH:45][cH:46][cH:47][cH:48][cH:49]1.[Cl:1][c:2]1[n:3][cH:4][cH:5][c:6]([CH2:8][N:9]2[CH2:10][CH2:11][N:12]([C:15]([N:16]([CH3:17])[CH3:18])=[O:19])[CH2:13][CH2:14]2)[cH:7]1.[Cs+:35].[Cs+:36].[NH2:20][c:21]1[n:22][cH:23][c:24]2[cH:25][cH:26][cH:27][cH:28][c:29]2[cH:30]1>>[c:2]1([NH:20][c:21]2[n:22][cH:23][c:24]3[cH:25][cH:26][cH:27][cH:28][c:29]3[cH:30]2)[n:3][cH:4][cH:5][c:6]([CH2:8][N:9]2[CH2:10][CH2:11][N:12]([C:15]([N:16]([CH3:17])[CH3:18])=[O:19])[CH2:13][CH2:14]2)[cH:7]1. The reactants are CC=1C(=C(C(=C2C(OCC12)=O)OS(=O)(=O)C1=CC=C(C=C1)C)CC=C(CCC(=O)[O-])C)OS(=O)(=O)C(F)(F)F (6-(1,3-dihydro-7-methyl-3-oxo-4-p-toluenesulfonyloxy-6-trifluoromethanesulfonyloxy-isobenzofuran-5-yl)-4-methyl-4-hexenoate), CN1C(CCC1)=O (N-methylpyrrolidinone), COC1=CC=C(COC[Sn](CCCC)(CCCC)CCCC)C=C1 (p-Methoxybenzyloxymethyltributyltin), [F-].[K+] (potassium fluoride). The solvent is C(C)(=O)OCC (ethyl acetate), O (water). The product is COC1=CC=C(COCC2=C(C(=C3C(OCC3=C2C)=O)OS(=O)(=O)C2=CC=C(C=C2)C)C/C=C(/CCC(=O)OC)\C)C=C1 (methyl (E) 6-(1,3-dihydro-6-(4-methoxybenzyloxymethyl)-7-methyl-3-oxo-4-p-toluenesulfonyloxyisobenzofuran-5-yl)-4-methyl-4-hexenoate). RXN SMILES: [CH3:1][C:2]1[C:3](OS(C(F)(F)F)(=O)=O)=[C:4]([CH2:23][CH:24]=[C:25]([CH3:31])[CH2:26][CH2:27][C:28]([O-:30])=[O:29])[C:5]([O:12][S:13]([C:16]2[CH:21]=[CH:20][C:19]([CH3:22])=[CH:18][CH:17]=2)(=[O:15])=[O:14])=[C:6]2[C:10]=1[CH2:9][O:8][C:7]2=[O:11].[CH3:40]N1CCCC1=O.[CH3:47][O:48][C:49]1[CH:70]=[CH:69][C:52]([CH2:53][O:54][CH2:55][Sn](CCCC)(CCCC)CCCC)=[CH:51][CH:50]=1.[F-].[K+]>C(OCC)(=O)C.O>[CH3:47][O:48][C:49]1[CH:70]=[CH:69][C:52]([CH2:53][O:54][CH2:55][C:3]2[C:2]([CH3:1])=[C:10]3[C:6]([C:7](=[O:11])[O:8][CH2:9]3)=[C:5]([O:12][S:13]([C:16]3[CH:17]=[CH:18][C:19]([CH3:22])=[CH:20][CH:21]=3)(=[O:14])=[O:15])[C:4]=2[CH2:23]/[CH:24]=[C:25](\[CH3:31])/[CH2:26][CH2:27][C:28]([O:30][CH3:40])=[O:29])=[CH:51][CH:50]=1 |f:3.4|. Procedure details: 6-(1,3-dihydro-7-methyl-3-oxo-4-p-toluenesulfonyloxy-6-trifluoromethanesulfonyloxy-isobenzofuran-5-yl)-4-methyl-4-hexenoate (8.0 g) and N-methylpyrrolidinone (70 ml) is heated to 55° C. p-Methoxybenzyloxymethyltributyltin (7.5 g) is added. After 3 hours the solution is added to water (200 ml), potassium fluoride (5 g) and ethyl acetate (200 ml). The organic solution is dried, filtered through celite and evaporated, and the residue is chromatographed on silica gel, eluting with hexane:ethyl aceta... Isolated yield 65.5%. The product is N1N=NN=C1NC(=O)C1=NC(=CC(=C1)C)C1=CC=C(C=C1)N(CC)CC (N-(5-tetrazolyl)-4-methyl-6-(4-diethylaminophenyl)-2-pyridinecarboxamide). Procedure: In the same manner as described in Example 1-(1), 4-methyl-6-(4-diethylaminophenyl)-2-pyridinecarboxylic acid (1.0 g), carbonyldiimidazole (1.0 g) and 5-aminotetrazole (0.32 g) are reacted to give N-(5-tetrazolyl)-4-methyl-6-(4-diethylaminophenyl)-2-pyridinecarboxamide (0.81 g). M.P. 254°-256° C. (decomp.) (recrystallized from dimethylformamide-ethanol) As a reaction SMILES: [CH3:1][C:2]1[CH:7]=[C:6]([C:8]2[CH:13]=[CH:12][C:11]([N:14]([CH2:17][CH3:18])[CH2:15][CH3:16])=[CH:10][CH:9]=2)[N:5]=[C:4]([C:19]([OH:21])=O)[CH:3]=1.C(N1C=CN=C1)(N1C=CN=C1)=O.[NH2:34][C:35]1[NH:39][N:38]=[N:37][N:36]=1>>[NH:36]1[C:35]([NH:34][C:19]([C:4]2[CH:3]=[C:2]([CH3:1])[CH:7]=[C:6]([C:8]3[CH:9]=[CH:10][C:11]([N:14]([CH2:15][CH3:16])[CH2:17][CH3:18])=[CH:12][CH:13]=3)[N:5]=2)=[O:21])=[N:39][N:38]=[N:37]1. Reactants: CC1=CC(=NC(=C1)C1=CC=C(C=C1)N(CC)CC)C(=O)O (4-methyl-6-(4-diethylaminophenyl)-2-pyridinecarboxylic acid), C(=O)(N1C=NC=C1)N1C=NC=C1 (carbonyldiimidazole), NC1=NN=NN1 (5-aminotetrazole). Starting materials: [N+](=O)([O-])C=1C=C(C=CC1)NC1=C(C=O)C=CC=N1 (2-(3-nitrophenylamino)nicotinaldehyde), N1=CC=C(C=C1)CCCC(=O)OC (methyl 4-(pyridin-4-yl)butanoate), [Li+].CC(C)[N-]C(C)C (LDA). Solvent: CN(C)C=O.CCO (DMF EtOH). The product is [N+](=O)([O-])C=1C=C(C=CC1)N1C(C(=CC2=CC=CN=C12)CCC1=CC=NC=C1)=O (1-(3-nitrophenyl)-3-[2-(pyridin-4-yl)ethyl]-1,8-naphthyridin-2(1H)-one). RXN SMILES: [N+:1]([C:4]1[CH:5]=[C:6]([NH:10][C:11]2[N:18]=[CH:17][CH:16]=[CH:15][C:12]=2[CH:13]=O)[CH:7]=[CH:8][CH:9]=1)([O-:3])=[O:2].[N:19]1[CH:24]=[CH:23][C:22]([CH2:25][CH2:26][CH2:27][C:28](OC)=[O:29])=[CH:21][CH:20]=1.[Li+].CC([N-]C(C)C)C>CN(C=O)C.CCO>[N+:1]([C:4]1[CH:5]=[C:6]([N:10]2[C:11]3[C:12](=[CH:15][CH:16]=[CH:17][N:18]=3)[CH:13]=[C:27]([CH2:26][CH2:25][C:22]3[CH:21]=[CH:20][N:19]=[CH:24][CH:23]=3)[C:28]2=[O:29])[CH:7]=[CH:8][CH:9]=1)([O-:3])=[O:2] |f:2.3,4.5|. Procedure details: The procedure of Example 1 was repeated using 2-(3-nitrophenylamino)nicotinaldehyde (1.0 eq.), methyl 4-(pyridin-4-yl)butanoate (1.1 eq., prepared in Synthetic Example 8) and LDA (1.5 eq.) to obtain 1-(3-nitrophenyl)-3-[2-(pyridin-4-yl)ethyl]-1,8-naphthyridin-2(1H)-one, mp 213 to 214° C./DMF-EtOH.